This data is from the Open Reaction Database (ORD), a public repository of structured organic reaction records. The task is: describe an organic reaction: reactants, conditions, products, and yield Reactants: OCC[C@@H]1C=2C=3C(=NC=NC3SC2CC1)NC1CCC(CC1)NC(OC(C)(C)C)=O (tert-butyl N-(4-[[(3R)-3-(2-hydroxyethyl)-7-thia-9,11-diazatricyclo[6.4.0.0[2,6]]dodeca-1(8),2 (6),9,11-tetraen-12-yl]amino]cyclohexyl)carbamate), CC(=O)OI1(C=2C=CC=CC2C(=O)O1)(OC(=O)C)OC(=O)C (Dess-Martin periodinane). Solvent: C(Cl)Cl (DCM). Conditions: time 4 hour. The product is O=CC[C@@H]1C=2C=3C(=NC=NC3SC2CC1)NC1CCC(CC1)NC(OC(C)(C)C)=O (tert-butyl N-(4-[[(3R)-3-(2-oxoethyl)-7-thia-9,11-diazatricyclo[6.4.0.0[2,6]]dodeca-1(8),2(6),9,11-tetraen-12-yl]amino]cyclohexyl)carbamate). Yield: 91.8%. Reaction SMILES: [OH:1][CH2:2][CH2:3][C@H:4]1[CH2:15][CH2:14][C:13]2[S:12][C:11]3[N:10]=[CH:9][N:8]=[C:7]([NH:16][CH:17]4[CH2:22][CH2:21][CH:20]([NH:23][C:24](=[O:30])[O:25][C:26]([CH3:29])([CH3:28])[CH3:27])[CH2:19][CH2:18]4)[C:6]=3[C:5]1=2.CC(OI1(OC(C)=O)(OC(C)=O)OC(=O)C2C=CC=CC1=2)=O>C(Cl)Cl>[O:1]=[CH:2][CH2:3][C@H:4]1[CH2:15][CH2:14][C:13]2[S:12][C:11]3[N:10]=[CH:9][N:8]=[C:7]([NH:16][CH:17]4[CH2:18][CH2:19][CH:20]([NH:23][C:24](=[O:30])[O:25][C:26]([CH3:28])([CH3:27])[CH3:29])[CH2:21][CH2:22]4)[C:6]=3[C:5]1=2. Procedure details: Compound 26.2 (542 mg, 1.25 mmol, 1.00 equiv) was treated with Dess-Martin periodinane (637 mg, 1.50 mmol, 1.20 equiv) in 20 mL of DCM at 0° C. The resulting solution was stirred for 4 h at room temperature then quenched with water and extracted with 2×50 mL of ethyl acetate. The combined organic layers were washed with brine, dried over sodium sulfate and concentrated under reduced pressure. The residue was loaded onto a silica gel column with ethyl acetate/petroleum ether (1:2) to provide the ... Reactants: N1C=NC=C1 (imidazole), [H-].[Na+] (sodium hydride), O (water), C(#N)C1=C(CBr)C=CC=C1 (2-cyanobenzyl bromide). Solvent: CN(C)C=O (DMF). Reaction conditions: time 30 minute. Yields the product N1(C=NC=C1)CC1=C(C#N)C=CC=C1 (2-imidazol-1-ylmethyl-benzonitrile). RXN SMILES: [NH:1]1[CH:5]=[CH:4][N:3]=[CH:2]1.[H-].[Na+].[C:8]([C:10]1[CH:17]=[CH:16][CH:15]=[CH:14][C:11]=1[CH2:12]Br)#[N:9].O>CN(C=O)C>[N:1]1([CH2:12][C:11]2[CH:14]=[CH:15][CH:16]=[CH:17][C:10]=2[C:8]#[N:9])[CH:5]=[CH:4][N:3]=[CH:2]1 |f:1.2|. Reported procedure: To a solution of imidazole (1.0 g, 14.6 mmol) in DMF (10 mL) is added sodium hydride (60% wt. in mineral oil, 0.887 g, 22.17 mmol) at room temperature. The mixture is stirred for 30 min, whereupon 2-cyanobenzyl bromide (2.87 g, 14.6 mmol) is added. After an additional 30 min, water is added and the mixture is extracted with ethyl acetate. The aqueous phase is poured into aqueous sodium bicarbonate and extracted with dichloromethane. The combined organic phase is dried over sodium sulfate, filter... Reactants: C[Si](C)(C)I (Trimethylsilyl iodide), C(C)OC(=O)C1=CC=C(OC=2C=C(C(=O)NC3=NN(C=C3)C(=O)OC(C)(C)C)C=C(C2)O[C@H](COC)C)C=C1 (tert-butyl 3-({3-[4-(ethoxycarbonyl)phenoxy]-5-[(1S)-2-methoxy-1-methylethoxy]benzoyl}amino)-1H-pyrazole-1-carboxylate), S(=S)(=O)([O-])[O-].[Na+].[Na+] (Sodium thiosulfate). The solvent is C(C)#N (acetonitrile). Conditions: time 16 hour. Product: OC[C@@H](OC=1C=C(OC2=CC=C(C(=O)OCC)C=C2)C=C(C1)C(=O)NC1=NNC=C1)C (Ethyl 4-{3-[(S)-2-hydroxy-1-methylethoxy]-5-[(1H-pyrazol-3-ylamino)carbonyl]phenoxy}benzoate). The yield is 111.3%. As a reaction SMILES: C[Si](I)(C)C.[CH2:6]([O:8][C:9]([C:11]1[CH:44]=[CH:43][C:14]([O:15][C:16]2[CH:17]=[C:18]([CH:34]=[C:35]([O:37][C@@H:38]([CH3:42])[CH2:39][O:40]C)[CH:36]=2)[C:19]([NH:21][C:22]2[CH:26]=[CH:25][N:24](C(OC(C)(C)C)=O)[N:23]=2)=[O:20])=[CH:13][CH:12]=1)=[O:10])[CH3:7].S([O-])([O-])(=O)=S.[Na+].[Na+]>C(#N)C>[OH:40][CH2:39][C@H:38]([CH3:42])[O:37][C:35]1[CH:36]=[C:16]([CH:17]=[C:18]([C:19]([NH:21][C:22]2[CH:26]=[CH:25][NH:24][N:23]=2)=[O:20])[CH:34]=1)[O:15][C:14]1[CH:13]=[CH:12][C:11]([C:9]([O:8][CH2:6][CH3:7])=[O:10])=[CH:44][CH:43]=1 |f:2.3.4|. Reported procedure: Trimethylsilyl iodide (0.27 mL) was added dropwise under argon to a solution of tert-butyl 3-({3-[4-(ethoxycarbonyl)phenoxy]-5-[(1S)-2-methoxy-1-methylethoxy]benzoyl}amino)-1H-pyrazole-1-carboxylate (167 mg, 0.38 mmol) in acetonitrile (5 mL) and stirred at ambient temperature for 16 hours. Sodium thiosulfate solution was added to quench the reaction and the reaction mixture was extracted into ethyl acetate (3×25 mL). Organic phases were combined and dried (MgSO4) and the filtrate was concentrate... Reaction SMILES: [CH3:1][CH2:2][O:3][C:4](=[O:5])[CH2:6][P:7]([O:8][CH2:9][CH3:10])([O:11][CH2:12][CH3:13])=[O:14].[CH:15]1([CH2:21][CH:22]2[N:23]([C:36](=[O:37])[O:38][C:39]([CH3:40])([CH3:41])[CH3:42])[C:24]([CH3:34])([CH3:35])[O:25][CH:26]2[CH2:27][CH:28]([CH:29]([CH3:30])[CH3:31])[CH:32]=[O:33])[CH2:16][CH2:17][CH2:18][CH2:19][CH2:20]1.[O:43]1[CH2:44][CH2:45][CH2:46][CH2:47]1>>[CH3:1][CH2:2][O:3][C:4](=[O:5])[CH:6]=[CH:32][CH:28]([CH2:27][CH:26]1[CH:22]([CH2:21][CH:15]2[CH2:16][CH2:17][CH2:18][CH2:19][CH2:20]2)[N:23]([C:36](=[O:37])[O:38][C:39]([CH3:40])([CH3:41])[CH3:42])[C:24]([CH3:34])([CH3:35])[O:25]1)[CH:29]([CH3:30])[CH3:31]. Yields the product CCOC(=O)C=CC(CC1OC(C)(C)N(C(=O)OC(C)(C)C)C1CC1CCCCC1)C(C)C. The reactants are CCOC(=O)CP(=O)(OCC)OCC, CC(C)C(C=O)CC1OC(C)(C)N(C(=O)OC(C)(C)C)C1CC1CCCCC1, C1CCOC1. Yields the product C(C)N1N=CC=2C1=NC(=C(C2NC2CCN(CC2)C(=O)N)CNC(=O)C2=CC=C(C=C2)CCCCOCCCCN2CCOCC2)CC (4-({1,6-Diethyl-5-[({[4-(4-{[4-(4-morpholinyl)butyl]oxy}butyl)phenyl]carbonyl}amino)methyl]-1H-pyrazolo[3,4-b]pyridin-4-yl}amino)-1-piperidinecarboxamide). The yield is 27.1%. Reaction conditions: temperature 65 celsius. Procedure: A mixture of 4-{[5-({[(4-{4-[(4-bromobutyl)oxy]butyl}phenyl)carbonyl]amino}methyl)-1,6-diethyl-1H-pyrazolo[3,4-b]pyridin-4-yl]amino}-1-piperidinecarboxamide (1.1 g, 1.67 mmol, e.g. which can be as prepared in Intermediate 28) in N,N-dimethylformamide (20 ml) was treated with N,N-diisopropylethylamine (0.567 ml) and morpholine (0.300 ml, 3.3 mmol) and heated at 65° C. The solvent was removed under vacuum and the residue was applied directly to a 100 g silica SPE cartridge and eluted with a gradie... Run in CN(C=O)C (N,N-dimethylformamide). Reaction SMILES: Br[CH2:2][CH2:3][CH2:4][CH2:5][O:6][CH2:7][CH2:8][CH2:9][CH2:10][C:11]1[CH:16]=[CH:15][C:14]([C:17]([NH:19][CH2:20][C:21]2[C:22]([NH:34][CH:35]3[CH2:40][CH2:39][N:38]([C:41]([NH2:43])=[O:42])[CH2:37][CH2:36]3)=[C:23]3[CH:31]=[N:30][N:29]([CH2:32][CH3:33])[C:24]3=[N:25][C:26]=2[CH2:27][CH3:28])=[O:18])=[CH:13][CH:12]=1.C(N(CC)C(C)C)(C)C.[NH:53]1[CH2:58][CH2:57][O:56][CH2:55][CH2:54]1>CN(C)C=O>[CH2:32]([N:29]1[C:24]2=[N:25][C:26]([CH2:27][CH3:28])=[C:21]([CH2:20][NH:19][C:17]([C:14]3[CH:15]=[CH:16][C:11]([CH2:10][CH2:9][CH2:8][CH2:7][O:6][CH2:5][CH2:4][CH2:3][CH2:2][N:53]4[CH2:58][CH2:57][O:56][CH2:55][CH2:54]4)=[CH:12][CH:13]=3)=[O:18])[C:22]([NH:34][CH:35]3[CH2:40][CH2:39][N:38]([C:41]([NH2:43])=[O:42])[CH2:37][CH2:36]3)=[C:23]2[CH:31]=[N:30]1)[CH3:33]. The reactants are BrCCCCOCCCCC1=CC=C(C=C1)C(=O)NCC=1C(=C2C(=NC1CC)N(N=C2)CC)NC2CCN(CC2)C(=O)N (4-{[5-({[(4-{4-[(4-bromobutyl)oxy]butyl}phenyl)carbonyl]amino}methyl)-1,6-diethyl-1H-pyrazolo[3,4-b]pyridin-4-yl]amino}-1-piperidinecarboxamide), BrCCCCOCCCCC1=CC=C(C=C1)C(=O)NCC=1C(=C2C(=NC1CC)N(N=C2)CC)NC2CCN(CC2)C(=O)N (4-{[5-({[(4-{4-[(4-bromobutyl)oxy]butyl}phenyl)carbonyl]amino}methyl)-1,6-diethyl-1H-pyrazolo[3,4-b]pyridin-4-yl]amino}-1-piperidinecarboxamide), C(C)(C)N(C(C)C)CC (N,N-diisopropylethylamine), N1CCOCC1 (morpholine).